From a dataset of the Open Reaction Database (ORD), a public repository of structured organic reaction records. describe an organic reaction: reactants, conditions, products, and yield Starting materials: C1CCOC1, CCCc1cccn(-c2ccc([N+](=O)[O-])cc2OC)c1=O, [H][H]. Product: CCCc1cccn(-c2ccc(N)cc2OC)c1=O. RXN SMILES: [CH2:24]1[O:25][CH2:26][CH2:27][CH2:28]1.[CH3:1][O:2][c:3]1[c:4](-[n:12]2[c:13](=[O:21])[c:14]([CH2:18][CH2:19][CH3:20])[cH:15][cH:16][cH:17]2)[cH:5][cH:6][c:7]([N+:9]([O-:10])=[O:11])[cH:8]1.[H:22][H:23]>>[CH3:1][O:2][c:3]1[c:4](-[n:12]2[c:13](=[O:21])[c:14]([CH2:18][CH2:19][CH3:20])[cH:15][cH:16][cH:17]2)[cH:5][cH:6][c:7]([NH2:9])[cH:8]1. Starting materials: CC(C)CCOC(=O)c1ccccc1O, CN(C)c1ccncc1, COc1cc2nccc(Cl)c2cc1OC, Clc1ccccc1Cl. Product: COc1cc2nccc(Oc3ccccc3C(=O)OCCC(C)C)c2cc1OC. As a reaction SMILES: [C:16]([c:17]1[c:18]([OH:19])[cH:20][cH:21][cH:22][cH:23]1)(=[O:24])[O:25][CH2:26][CH2:27][CH:28]([CH3:29])[CH3:30].[CH3:31][N:32]([CH3:33])[c:34]1[cH:35][cH:36][n:37][cH:38][cH:39]1.[Cl:1][c:2]1[cH:3][cH:4][n:5][c:6]2[cH:7][c:8]([O:14][CH3:15])[c:9]([O:12][CH3:13])[cH:10][c:11]12.[Cl:40][c:41]1[cH:42][cH:43][cH:44][cH:45][c:46]1[Cl:47]>>[c:2]1([O:19][c:18]2[c:17]([C:16](=[O:24])[O:25][CH2:26][CH2:27][CH:28]([CH3:29])[CH3:30])[cH:23][cH:22][cH:21][cH:20]2)[cH:3][cH:4][n:5][c:6]2[cH:7][c:8]([O:14][CH3:15])[c:9]([O:12][CH3:13])[cH:10][c:11]12. Starting materials: Cl.[N+](=O)([O-])C1=CC=C(C=C1)CCN (2-(4-Nitrophenyl)ethylamine hydrochloride), C(O)([O-])=O.[Na+] (sodium hydrogencarbonate), C(C(=C)C)(=O)Cl (Methacryloyl chloride). Run in O (water), C(C)(=O)OCC (ethyl acetate). The product is [N+](=O)([O-])C1=CC=C(C=C1)CCNC(C(=C)C)=O (N-[2-(4-Nitrophenyl)ethyl]methacrylamide). As a reaction SMILES: Cl.[N+:2]([C:5]1[CH:10]=[CH:9][C:8]([CH2:11][CH2:12][NH2:13])=[CH:7][CH:6]=1)([O-:4])=[O:3].C(=O)([O-])O.[Na+].[C:19](Cl)(=[O:23])[C:20]([CH3:22])=[CH2:21]>O.C(OCC)(=O)C>[N+:2]([C:5]1[CH:6]=[CH:7][C:8]([CH2:11][CH2:12][NH:13][C:19](=[O:23])[C:20]([CH3:22])=[CH2:21])=[CH:9][CH:10]=1)([O-:4])=[O:3] |f:0.1,2.3|. Reported procedure: 2-(4-Nitrophenyl)ethylamine hydrochloride (1.72 g) and sodium hydrogencarbonate (5.00 g) were dissolved in water (25 mL), to which ethyl acetate (25 mL) was added, followed by being stirred in an ice bath. Methacryloyl chloride (1.79 g) was added dropwise thereto. After stirring for 10 minutes, the organic layer was separated. The aqueous layer was extracted with ethyl acetate, the organic layers were combined, washed with water and brine, dried over anhydrous sodium sulfate, and evaporated unde...